From a dataset of the Open Reaction Database (ORD), a public repository of structured organic reaction records. describe an organic reaction: reactants, conditions, products, and yield The reactants are C1(=CC=CC=C1)C1=CC2=C(OCC=3N2C=NN3)N=C1C1=CC=C(C=C1)C1(CCC1)NC(OC(C)(C)C)=O (tert-butyl 1-(4-(8-phenyl-4H-pyrido[2,3-b][1,2,4]triazolo[4,3-d][1,4]oxazin-7-yl)phenyl)cyclobutylcarbamate), BrN1C(CCC1=O)=O (1-bromopyrrolidine-2,5-dione). Run in C(Cl)Cl (DCM), C(Cl)(Cl)(Cl)Cl (CCl4). Yields the product C(C)(C)(C)OC(NC1(CCC1)C1=CC=C(C=C1)C=1C(=CC2=C(OCC=3N2C(=NN3)Br)N1)C1=CC=CC=C1)=O (tert-butyl(1-(4-(1-bromo-8-phenyl-4H-pyrido[2,3-b][1,2,4]triazolo[4,3-d][1,4]oxazin-7-yl)phenyl)cyclobutyl)carbamate). Yield: 68.5%. Reaction SMILES: [C:1]1([C:7]2[C:19]([C:20]3[CH:25]=[CH:24][C:23]([C:26]4([NH:30][C:31](=[O:37])[O:32][C:33]([CH3:36])([CH3:35])[CH3:34])[CH2:29][CH2:28][CH2:27]4)=[CH:22][CH:21]=3)=[N:18][C:10]3[O:11][CH2:12][C:13]4[N:14]([CH:15]=[N:16][N:17]=4)[C:9]=3[CH:8]=2)[CH:6]=[CH:5][CH:4]=[CH:3][CH:2]=1.[Br:38]N1C(=O)CCC1=O>C(Cl)Cl.C(Cl)(Cl)(Cl)Cl>[C:33]([O:32][C:31](=[O:37])[NH:30][C:26]1([C:23]2[CH:24]=[CH:25][C:20]([C:19]3[C:7]([C:1]4[CH:2]=[CH:3][CH:4]=[CH:5][CH:6]=4)=[CH:8][C:9]4[N:14]5[C:15]([Br:38])=[N:16][N:17]=[C:13]5[CH2:12][O:11][C:10]=4[N:18]=3)=[CH:21][CH:22]=2)[CH2:27][CH2:28][CH2:29]1)([CH3:34])([CH3:36])[CH3:35]. Procedure: A mixture of tert-butyl 1-(4-(8-phenyl-4H-pyrido[2,3-b][1,2,4]triazolo[4,3-d][1,4]oxazin-7-yl)phenyl)cyclobutylcarbamate (200 mg, 0.404 mmol) and 1-bromopyrrolidine-2,5-dione (114.9275 mg, 0.646 mmol) in DCM (12 ml) and CCl4 (18 ml) was heating at 50 degree for 24 h. The mixture was concentrated and the residue was partitioned between ethyl acetate (40 ml) and water (40 ml). The organic phase was separated and the aqueous phase was extracted with ethyl acetate (30 ml). The combined organic phase... The reactants are C(C)(C)(C)OC(=O)N1C[C@H](OCC1)CO ((S)-2-Hydroxymethyl-morpholine-4-carboxylic acid tert-butyl ester), C(C)OC1=C(C=CC=C1)O (2-ethoxyphenol). Yields the product C(C)OC1=C(OC[C@@H]2CNCCO2)C=CC=C1 ((S)-2-(2-Ethoxy-phenoxymethyl)-morpholine). Reaction SMILES: C(OC([N:8]1[CH2:13][CH2:12][O:11][C@H:10]([CH2:14][OH:15])[CH2:9]1)=O)(C)(C)C.[CH2:16]([O:18][C:19]1[CH:24]=[CH:23][CH:22]=[CH:21][C:20]=1O)[CH3:17]>>[CH2:16]([O:18][C:19]1[CH:24]=[CH:23][CH:22]=[CH:21][C:20]=1[O:15][CH2:14][C@H:10]1[O:11][CH2:12][CH2:13][NH:8][CH2:9]1)[CH3:17]. Procedure: (S)-2-(2-Ethoxy-phenoxymethyl)-morpholine was synthesized from (S)-2-Hydroxymethyl-morpholine-4-carboxylic acid tert-butyl ester and 2-ethoxyphenol according to the following procedure: The reactants are C([O-])([O-])=O.[K+].[K+] (potassium carbonate), BrC1=CC=C(C=C1)C=1OC2=C(N1)C=CC=C2 (2-(4-bromophenyl)benzoxazole), C1(=CC=CC=C1)C=1C=C2C=3C=C(C=CC3N(C2=CC1)C1=CC=CC=C1)B(O)O (6,9-diphenyl-9H-carbazole-3-boronic acid), C1(=C(C=CC=C1)P(C1=C(C=CC=C1)C)C1=C(C=CC=C1)C)C (tri(ortho-tolyl)phosphine). Reagents/catalysts: C(C)(=O)[O-].[Pd+2].C(C)(=O)[O-] (palladium(II)acetate). The solvent is COCCOC (1,2-dimethoxyethane), C(Cl)(Cl)Cl (chloroform). Run at temperature 90 celsius, time 3 hour. Yields the product O1C(=NC2=C1C=CC=C2)C2=CC=C(C=C2)C=2C=CC=1N(C3=CC=C(C=C3C1C2)C2=CC=CC=C2)C2=CC=CC=C2 (3-[4-(Benzoxazol-2-yl)phenyl]-6,9-diphenyl-9H-carbazole). Reaction SMILES: Br[C:2]1[CH:7]=[CH:6][C:5]([C:8]2[O:9][C:10]3[CH:16]=[CH:15][CH:14]=[CH:13][C:11]=3[N:12]=2)=[CH:4][CH:3]=1.[C:17]1([C:23]2[CH:24]=[C:25]3[C:33](=[CH:34][CH:35]=2)[N:32]([C:36]2[CH:41]=[CH:40][CH:39]=[CH:38][CH:37]=2)[C:31]2[CH:30]=[CH:29][C:28](B(O)O)=[CH:27][C:26]3=2)[CH:22]=[CH:21][CH:20]=[CH:19][CH:18]=1.C1(C)C=CC=CC=1P(C1C=CC=CC=1C)C1C=CC=CC=1C.C(=O)([O-])[O-].[K+].[K+]>C([O-])(=O)C.[Pd+2].C([O-])(=O)C.C(Cl)(Cl)Cl.COCCOC>[O:9]1[C:10]2[CH:16]=[CH:15][CH:14]=[CH:13][C:11]=2[N:12]=[C:8]1[C:5]1[CH:6]=[CH:7][C:2]([C:28]2[CH:29]=[CH:30][C:31]3[N:32]([C:36]4[CH:41]=[CH:40][CH:39]=[CH:38][CH:37]=4)[C:33]4[C:25]([C:26]=3[CH:27]=2)=[CH:24][C:23]([C:17]2[CH:22]=[CH:21][CH:20]=[CH:19][CH:18]=2)=[CH:35][CH:34]=4)=[CH:3][CH:4]=1 |f:3.4.5,6.7.8|. Reported procedure: In a 100 mL three-neck flask were put 0.75 g (2.8 mmol) of 2-(4-bromophenyl)benzoxazole, 1.0 g (2.8 mmol) of 6,9-diphenyl-9H-carbazole-3-boronic acid, and 0.060 g (0.20 mmol) of tri(ortho-tolyl)phosphine. To this mixture were added 15 mL of 1,2-dimethoxyethane (abbreviation: DME) and 5 mL of a 2M potassium carbonate aqueous solution. This mixture was degassed under reduced pressure, and then the atmosphere in the flask was replaced with nitrogen. To this mixture was added 6.2 mg (0.028 mmol) of ... The reactants are CCOC(=O)c1ccc(C#Cc2ccc(C3(OC)CC3)cc2)cc1, CCO, [Na+], [OH-]. Product: COC1(c2ccc(C#Cc3ccc(C(=O)O)cc3)cc2)CC1. Reaction SMILES: [CH3:1][O:2][C:3]1([c:6]2[cH:7][cH:8][c:9]([C:12]#[C:13][c:14]3[cH:15][cH:16][c:17]([C:18](=[O:19])[O:20][CH2:21][CH3:22])[cH:23][cH:24]3)[cH:10][cH:11]2)[CH2:4][CH2:5]1.[CH3:27][CH2:28][OH:29].[Na+:26].[OH-:25]>>[CH3:1][O:2][C:3]1([c:6]2[cH:7][cH:8][c:9]([C:12]#[C:13][c:14]3[cH:15][cH:16][c:17]([C:18](=[O:19])[OH:20])[cH:23][cH:24]3)[cH:10][cH:11]2)[CH2:4][CH2:5]1.